From a dataset of the Open Reaction Database (ORD), a public repository of structured organic reaction records. describe an organic reaction: reactants, conditions, products, and yield Starting materials: C(C1=CC=CC=C1)(=S)O (thiobenzoic acid), C([O-])([O-])=O.[K+].[K+] (potassium carbonate), Cl (hydrochloric acid), N1[C@H](C(=O)O)CCC1 (L-proline), ClCCCC(=O)Cl (4-chlorobutyryl chloride). The solvent is O (water), [OH-].[Na+] (sodium hydroxide), [OH-].[Na+] (sodium hydroxide). Conditions: time 3.5 hour. The product is C(C1=CC=CC=C1)(=O)SCCCC(=O)N1[C@H](C(=O)O)CCC1 (1-(4-Benzoylthiobutanoyl)-L-Proline). Reaction SMILES: [NH:1]1[CH2:8][CH2:7][CH2:6][C@H:2]1[C:3]([OH:5])=[O:4].Cl[CH2:10][CH2:11][CH2:12][C:13](Cl)=[O:14].[C:16]([OH:24])(=[S:23])[C:17]1[CH:22]=[CH:21][CH:20]=[CH:19][CH:18]=1.C(=O)([O-])[O-].[K+].[K+].Cl>[OH-].[Na+].O>[C:16]([S:23][CH2:10][CH2:11][CH2:12][C:13]([N:1]1[CH2:8][CH2:7][CH2:6][C@H:2]1[C:3]([OH:5])=[O:4])=[O:14])(=[O:24])[C:17]1[CH:22]=[CH:21][CH:20]=[CH:19][CH:18]=1 |f:3.4.5,7.8|. Procedure details: To a solution of L-proline (2.88 g.) in normal sodium hydroxide (25 ml.) chilled in an ice bath, 2 N sodium hydroxide (12.5 ml.) and 4-chlorobutyryl chloride (3.5 g.) are added. The reaction mixture is stirred at room temperature for 3.5 hours and a suspension of thiobenzoic acid (3.75 g.) and potassium carbonate (2.4 g.) in water (25 ml.) is added. After overnight stirring at room temperature, the reaction mixture is acidified with concentrated hydrochloric acid and extracted with ethyl acetate...